Task: describe an organic reaction: reactants, conditions, products, and yield. Dataset: the Open Reaction Database (ORD), a public repository of structured organic reaction records Reactants: ice water, ( s ), C(C)(=O)O (acetic acid), ( s ), C1=CC2=C(C=C1C=O)OCO2 (piperonal), ( s ), ( s ), OC1=C(C=C(C=C1)OC(C)C)C(CC(=O)OC)=O (methyl 3-(2-hydroxy-5-isopropoxy-phenyl)-3-oxo-propionate), N1CCCCC1 (piperidine), keto-enol. The solvent is C1(=CC=CC=C1)C (toluene), C1(=CC=CC=C1)C (toluene). The product is O1COC2=C1C=CC(=C2)C2OC1=CC=C(C=C1C(C2C(=O)OC)=O)OC(C)C (Methyl 2-(benzo[1,3]dioxol-5-yl)-6-isopropoxy-4-oxo-chroman-3-carboxylate). Reaction SMILES: [CH:1]1[C:6]([CH:7]=[O:8])=[CH:5][C:4]2[O:9][CH2:10][O:11][C:3]=2[CH:2]=1.O[C:13]1[CH:18]=[CH:17][C:16]([O:19][CH:20]([CH3:22])[CH3:21])=[CH:15][C:14]=1[C:23](=[O:29])[CH2:24][C:25]([O:27][CH3:28])=[O:26].N1CCCCC1.C(O)(=O)C>C1(C)C=CC=CC=1>[O:11]1[C:3]2[CH:2]=[CH:1][C:6]([CH:7]3[CH:24]([C:25]([O:27][CH3:28])=[O:26])[C:23](=[O:29])[C:14]4[C:13](=[CH:18][CH:17]=[C:16]([O:19][CH:20]([CH3:22])[CH3:21])[CH:15]=4)[O:8]3)=[CH:5][C:4]=2[O:9][CH2:10]1. Procedure: A solution of piperonal (182.4 g, 1.22 mol) in toluene (1 L) was heated to reflux in a flask equipped with a Dean Stark dehydration apparatus to which a mixture of methyl 3-(2-hydroxy-5-isopropoxy-phenyl)-3-oxo-propionate (VIII-2) (151 g, 0.61 mol) synthesized by the method described in Reference Example 4, piperidine (1.55 g, 0,018 mol), acetic acid (3.65 g, 0.061 mol) in toluene (1.3 L) was added dropwise over a period of 1 h and the solution was refluxed for another 1 h. After cooling, the re... Reactants: ClC1=CC=C(C=C1)C1(CCN(CC1)CCC=C1CC2=C(OC3=NC=CC=C31)C=CC=C2C2=C(C=CC=C2)C=O)O (4-(4-Chlorophenyl)-1-[3-(5,11-dihydro-7-(2-formylphenyl)[1]benzoxepino[2,3-b]pyridin-5-ylidene)propyl]piperidin-4-ol), S(O)(=O)(=O)N (amidosulfuric acid), Cl(=O)[O-].[Na+] (sodium chlorite). The solvent is C(C)(=O)O (acetic acid), O (water), O (water). Reaction conditions: time 15 minute. Yields the product C(=O)(O)C1=C(C=CC=C1)C1=CC=CC2=C1CC(C=1C(=NC=CC1)O2)=CCCN2CCC(CC2)(O)C2=CC=C(C=C2)Cl (1-[3-(7-(2-Carboxyphenyl)-5,11-dihydro[1]benzoxepino[2,3-b]pyridin-5-ylidene)propyl]-4-(4-chlorophenyl)piperidin-4-ol). Yield: 28.8%. As a reaction SMILES: [Cl:1][C:2]1[CH:7]=[CH:6][C:5]([C:8]2([OH:40])[CH2:13][CH2:12][N:11]([CH2:14][CH2:15][CH:16]=[C:17]3[C:27]4[C:22](=[N:23][CH:24]=[CH:25][CH:26]=4)[O:21][C:20]4[CH:28]=[CH:29][CH:30]=[C:31]([C:32]5[CH:37]=[CH:36][CH:35]=[CH:34][C:33]=5[CH:38]=[O:39])[C:19]=4[CH2:18]3)[CH2:10][CH2:9]2)=[CH:4][CH:3]=1.S(N)(=O)(=O)[OH:42].Cl([O-])=O.[Na+]>C(O)(=O)C.O>[C:38]([C:33]1[CH:34]=[CH:35][CH:36]=[CH:37][C:32]=1[C:31]1[C:19]2[CH2:18][C:17](=[CH:16][CH2:15][CH2:14][N:11]3[CH2:12][CH2:13][C:8]([C:5]4[CH:6]=[CH:7][C:2]([Cl:1])=[CH:3][CH:4]=4)([OH:40])[CH2:9][CH2:10]3)[C:27]3[C:22]([O:21][C:20]=2[CH:28]=[CH:29][CH:30]=1)=[N:23][CH:24]=[CH:25][CH:26]=3)([OH:42])=[O:39] |f:2.3|. Procedure details: To a solution of the product of step 1 (270 mg) in acetic acid (2.2 ml) and water (0.5 ml) were added amidosulfuric acid (67 mg) and sodium chlorite (68 mg) in water (0.1 ml), and the mixture was stirred at room temperature for 15 minutes. The reaction mixture was distilled off under reduced pressure into half volume. The residue was neutralized with 1N sodium hydroxide. The precipitation was filtered and washed with water to give the titled compound (80 mg). The reactants are C1(=CC=CC=C1)C(C=1C=NC=CC1)C1=CC=CC=C1 (diphenyl-3-pyridylmethane), C(CCC)[Li] (butyl lithium), Cl (hydrochloride), ClCCN1C2CC3CC(CC(C1)C3)C2 (4-(2-chloroethyl)-4-azatricyclo[4.3.1.13,8 ]undecane). Solvent: C1CCCCC1 (cyclohexane). Yields the product C12CC3NCC(CC(C1)C3)C2 (4-azatricyclo[4.3.1.13,8 ]undecane). RXN SMILES: C1([CH:7]([C:14]2[CH:19]=[CH:18][CH:17]=[CH:16][CH:15]=2)[C:8]2[CH:9]=[N:10]C=C[CH:13]=2)C=CC=CC=1.C([Li])CCC.ClCCN1CC2CC3CC(CC1C3)C2.Cl>C1CCCCC1>[CH:14]12[CH2:7][CH:8]3[CH2:13][CH:16]([CH2:17][CH:18]([NH:10][CH2:9]3)[CH2:19]1)[CH2:15]2. Reported procedure: Reaction of 2.5 parts of diphenyl-3-pyridylmethane in 60 parts by volume of cyclohexane with an equivalent amount of butyl lithium at 10° C under nitrogen is followed by the addition of 2.1 parts of 4-(2-chloroethyl)-4-azatricyclo[4.3.1.13,8 ]undecane [preparable by mixing the hydrochloride thereof (U.S. Pat. No. 3,845,038) with excess aqueous sodium carbonate, extracting the mixture with toluene, and consecutively washing the extract with water, drying it over anhydrous sodium sulfate, filterin... Reactants: C(C)OC=1C(=C2CCC(OC2=C(C1C)C)(COC1=CC=C(C=C1)[N+](=O)[O-])C)C (6-ethoxy-2,5,7,8-tetramethyl-2-(4-nitrophenoxymethyl)chroman), CO (methanol). The reagents and catalysts are [Pd] (palladium-on-carbon). Solvent: C1=CC=CC=C1 (benzene). Product: NC1=CC=C(OCC2(OC3=C(C(=C(C(=C3CC2)C)OCC)C)C)C)C=C1 (2-(4-Aminophenoxymethyl)-6-ethoxy-2,5,7,8-tetramethylchroman). As a reaction SMILES: [CH2:1]([O:3][C:4]1[C:5]([CH3:28])=[C:6]2[C:11](=[C:12]([CH3:15])[C:13]=1[CH3:14])[O:10][C:9]([CH3:27])([CH2:16][O:17][C:18]1[CH:23]=[CH:22][C:21]([N+:24]([O-])=O)=[CH:20][CH:19]=1)[CH2:8][CH2:7]2)[CH3:2].CO>[Pd].C1C=CC=CC=1>[NH2:24][C:21]1[CH:22]=[CH:23][C:18]([O:17][CH2:16][C:9]2([CH3:27])[CH2:8][CH2:7][C:6]3[C:11](=[C:12]([CH3:15])[C:13]([CH3:14])=[C:4]([O:3][CH2:1][CH3:2])[C:5]=3[CH3:28])[O:10]2)=[CH:19][CH:20]=1. Reported procedure: The procedure described in Preparation 62 was repeated, except that 11 g of 6-ethoxy-2,5,7,8-tetramethyl-2-(4-nitrophenoxymethyl)chroman (prepared as described in Preparation 61), 2.2 g of 10% w/w palladium-on-carbon, 100 ml of methanol and 30 ml of benzene were used as the starting materials to give the title compound, melting at 121°-123° C.